This data is from the Open Reaction Database (ORD), a public repository of structured organic reaction records. The task is: describe an organic reaction: reactants, conditions, products, and yield The reactants are C[P+](C)(C)CC#N, CCC#N, CCN(C(C)C)C(C)C, CCO, [I-], CCOC(=O)c1ccc(N2CCNCC2)nc1, O, O=C1Nc2cc(CO)cnc2N2CCCCC12. Product: CCOC(=O)c1ccc(N2CCN(Cc3cnc4c(c3)NC(=O)C3CCCCN43)CC2)nc1. As a reaction SMILES: [C:19]([CH2:20][P+:21]([CH3:22])([CH3:23])[CH3:24])#[N:25].[C:52](#[N:53])[CH2:54][CH3:55].[CH2:26]([N:27]([CH:28]([CH3:29])[CH3:30])[CH:31]([CH3:32])[CH3:33])[CH3:34].[CH3:56][CH2:57][OH:58].[I-:18].[N:35]1([c:41]2[n:42][cH:43][c:44]([C:45](=[O:46])[O:47][CH2:48][CH3:49])[cH:50][cH:51]2)[CH2:36][CH2:37][NH:38][CH2:39][CH2:40]1.[OH2:59].[OH:1][CH2:2][c:3]1[cH:4][c:5]2[c:10]([n:11][cH:12]1)[N:9]1[CH:8]([C:7](=[O:17])[NH:6]2)[CH2:16][CH2:15][CH2:14][CH2:13]1>>[CH2:2]([c:3]1[cH:4][c:5]2[c:10]([n:11][cH:12]1)[N:9]1[CH:8]([C:7](=[O:17])[NH:6]2)[CH2:16][CH2:15][CH2:14][CH2:13]1)[N:38]1[CH2:37][CH2:36][N:35]([c:41]2[n:42][cH:43][c:44]([C:45](=[O:46])[O:47][CH2:48][CH3:49])[cH:50][cH:51]2)[CH2:40][CH2:39]1. The reactants are O=C([O-])O, ClCCl, [Na+], COC(=O)c1ccc(CO)s1, BrP(Br)Br. Product: COC(=O)c1ccc(CBr)s1. Reaction SMILES: [C:16](=[O:17])([OH:18])[O-:19].[CH2:21]([Cl:22])[Cl:23].[Na+:20].[OH:1][CH2:2][c:3]1[cH:4][cH:5][c:6]([C:8](=[O:9])[O:10][CH3:11])[s:7]1.[P:12]([Br:13])([Br:14])[Br:15]>>[CH2:2]([c:3]1[cH:4][cH:5][c:6]([C:8](=[O:9])[O:10][CH3:11])[s:7]1)[Br:13]. The reactants are CO[SiH](OC)OC (trimethoxysilane), C(C=C)Cl (allyl chloride). Product: ClCCC[Si](OC)(OC)OC (chloropropyltrimethoxysilane). The yield is 73.6%. RXN SMILES: [CH3:1][O:2][SiH:3]([O:6][CH3:7])[O:4][CH3:5].[CH2:8]([Cl:11])[CH:9]=[CH2:10]>>[Cl:11][CH2:8][CH2:9][CH2:10][Si:3]([O:6][CH3:7])([O:4][CH3:5])[O:2][CH3:1]. Procedure details: The same researchers also report the results of directly hydrosilating allyl chloride with trimethoxysilane in the presence of several ruthenium complexes. A maximum yield of 73.6% of chloropropyltrimethoxysilane is reported in Table 2 for the reaction between trimethoxysilane and allyl chloride at a 4/l molar ratio. Assuming the use of the "typical reaction procedure," the process may have employed a ruthenium carbonyl catalyst in an amount to provide at least about 155 parts per million by wei... Starting materials: C(C)OC(C=CC1=CC2=C(S1)C=CC=C2C2=C(C(=CC(=C2)C(C)C)C(C)C)OCCC)=O (3-[4-(2-n-propoxy-3,5-di-iso-propylphenyl)-benzo[b]thien-2-yl]-prop-2-enoic acid ethyl ester), C1CCOC1 (THF), [Li+].[OH-] (LiOH). Run in CO (methanol). The product is C(CC)OC1=C(C=C(C=C1C(C)C)C(C)C)C1=CC=CC=2SC(=CC21)C=CC(=O)O (3-[4-(2-propyloxy-3,5-di-iso-propylphenyl)benzo[b]thien-2-yl]prop-2-enoic acid). As a reaction SMILES: C([O:3][C:4](=[O:32])[CH:5]=[CH:6][C:7]1[S:11][C:10]2[CH:12]=[CH:13][CH:14]=[C:15]([C:16]3[CH:21]=[C:20]([CH:22]([CH3:24])[CH3:23])[CH:19]=[C:18]([CH:25]([CH3:27])[CH3:26])[C:17]=3[O:28][CH2:29][CH2:30][CH3:31])[C:9]=2[CH:8]=1)C.C1COCC1.[Li+].[OH-]>CO>[CH2:29]([O:28][C:17]1[C:18]([CH:25]([CH3:27])[CH3:26])=[CH:19][C:20]([CH:22]([CH3:23])[CH3:24])=[CH:21][C:16]=1[C:15]1[C:9]2[CH:8]=[C:7]([CH:6]=[CH:5][C:4]([OH:32])=[O:3])[S:11][C:10]=2[CH:12]=[CH:13][CH:14]=1)[CH2:30][CH3:31] |f:2.3|. Procedure details: A mixture of 0.450 mmol of 3-[4-(2-n-propoxy-3,5-di-iso-propylphenyl)-benzo[b]thien-2-yl]-prop-2-enoic acid ethyl ester, 3 mL of THF, 3 mL of methanol and 1 mL of LiOH (2N aqueous) was refluxed for 2 hours. After cooling at room temperature, the mixture was acidified to pH=2 and extracted with ethyl acetate. The organic layer was dried over MgSO4 and after evaporation of the solvents, the crude acid was recrystallized from acetonitrile. (E) 3-[4-(2-n-propoxy-3,5-di-iso-propylphenyl)-benzo[b]thie...